This data is from the Open Reaction Database (ORD), a public repository of structured organic reaction records. The task is: describe an organic reaction: reactants, conditions, products, and yield Starting materials: amine, COC1=NS(N=C1OC)(=O)=O (3,4-dimethoxy-1,2,5-thiadiazole 1,1-dioxide), ClCN1N=CC(=N1)C (2-chloromethyl-4-methyltriazole), S(=O)(Cl)Cl (thionyl chloride), OCC=1SC=C(N1)C (2-hydroxymethyl-4-methylthiazole), Cl.NCCS (cysteamine hydrochloride), strong base, C[O-].[Na+] (sodium methoxide). The product is COC1=NS(N=C1NCCSCC=1SC=C(N1)C)(=O)=O (3-methoxy-4-{2-[(4-methylthiazol-2-yl)methylthio]ethylamino}-1,2,5-thiadiazole 1,1-dioxide). As a reaction SMILES: ClCN1N=C(C)C=N1.S(Cl)(Cl)=O.O[CH2:14][C:15]1[S:16][CH:17]=[C:18]([CH3:20])[N:19]=1.Cl.[NH2:22][CH2:23][CH2:24][SH:25].C[O-].[Na+].[CH3:29][O:30][C:31]1[C:35](OC)=[N:34][S:33](=[O:39])(=[O:38])[N:32]=1>>[CH3:29][O:30][C:31]1[C:35]([NH:22][CH2:23][CH2:24][S:25][CH2:14][C:15]2[S:16][CH:17]=[C:18]([CH3:20])[N:19]=2)=[N:34][S:33](=[O:39])(=[O:38])[N:32]=1 |f:3.4,5.6|. Reported procedure: When 2-chloromethyl-4-methyltriazole [prepared by the reaction of thionyl chloride and 2-hydroxymethyl-4-methylthiazole, which itself is prepared according to the procedure of J. Chem. Soc., (Suppl. Issue No. 1), S106-111 (1966) or Acta Chem. Scand., 20, 2649 (1966)] is reacted with cysteamine hydrochloride and about two equivalents of a strong base such as sodium methoxide, and the resultant amine is treated with 3,4-dimethoxy-1,2,5-thiadiazole 1,1-dioxide, there is produced 3-methoxy-4-{2-[(4-...